From a dataset of the Open Reaction Database (ORD), a public repository of structured organic reaction records. describe an organic reaction: reactants, conditions, products, and yield Reactants: C(C#CC)N1C(=NC=2N=C(N(C(C12)=O)C)OC1=C(C=CC=C1)C(N)=O)N1CCN(CC1)C(=O)OC(C)(C)C (t-butyl 4-[7-(2-butynyl)-2-(2-carbamoylphenoxy)-1-methyl-6-oxo-6,7-dihydro-1H-purin-8-yl]piperazine-1-carboxylate), [OH-].[Na+] (sodium hydroxide). The solvent is FC(C(=O)O)(F)F (trifluoroacetic acid). Conditions: time 1 hour. Yields the product C(C#CC)N1C(=NC=2N=C(N(C(C12)=O)C)OC1=C(C(=O)N)C=CC=C1)N1CCNCC1 (2-[7-(2-Butynyl)-1-methyl-6-oxo-8-(piperazin-1-yl)-6,7-dihydro-1H-purin-2-yloxy]benzamide). The yield is 99.9%. RXN SMILES: [CH2:1]([N:5]1[C:13]2[C:12](=[O:14])[N:11]([CH3:15])[C:10]([O:16][C:17]3[CH:22]=[CH:21][CH:20]=[CH:19][C:18]=3[C:23](=[O:25])[NH2:24])=[N:9][C:8]=2[N:7]=[C:6]1[N:26]1[CH2:31][CH2:30][N:29](C(OC(C)(C)C)=O)[CH2:28][CH2:27]1)[C:2]#[C:3][CH3:4].[OH-].[Na+]>FC(F)(F)C(O)=O>[CH2:1]([N:5]1[C:13]2[C:12](=[O:14])[N:11]([CH3:15])[C:10]([O:16][C:17]3[CH:22]=[CH:21][CH:20]=[CH:19][C:18]=3[C:23]([NH2:24])=[O:25])=[N:9][C:8]=2[N:7]=[C:6]1[N:26]1[CH2:31][CH2:30][NH:29][CH2:28][CH2:27]1)[C:2]#[C:3][CH3:4] |f:1.2|. Procedure: 53.0 g of t-butyl 4-[7-(2-butynyl)-2-(2-carbamoylphenoxy)-1-methyl-6-oxo-6,7-dihydro-1H-purin-8-yl]piperazine-1-carboxylate was dissolved in 160 ml of trifluoroacetic acid, and the mixture was stirred at room temperature for one hour. 1250 ml of a 2 M aqueous sodium hydroxide solution was added drop wise to the reaction solution, and the mixture was stirred at room temperature for one hour and 50 minutes. The resulting white precipitate was collected by filtration. The white solid was washed wit... The reactants are C1(=CC=CC=C1)C(C(CC1=CC=C(C=C1)N=C=O)C)=O (4-(3-phenyl-2-methyl-n-propan-3-onyl)-phenyl isocyanate), CN (methylamine). Solvent: C1(=CC=CC=C1)C (toluene), C1(=CC=CC=C1)C (toluene), C1(=CC=CC=C1)C (toluene). Conditions: temperature 40 celsius, time 6 hour. The product is C1(=CC=CC=C1)C(C(CC1=CC=C(C=C1)NC(=O)NC)C)=O (N-[4-(3-Phenyl-2-methyl-n-propan-3-onyl)-phenyl]-N'-methylurea). As a reaction SMILES: [C:1]1([C:7](=[O:20])[CH:8]([CH3:19])[CH2:9][C:10]2[CH:15]=[CH:14][C:13]([N:16]=[C:17]=[O:18])=[CH:12][CH:11]=2)[CH:6]=[CH:5][CH:4]=[CH:3][CH:2]=1.[CH3:21][NH2:22]>C1(C)C=CC=CC=1>[C:1]1([C:7](=[O:20])[CH:8]([CH3:19])[CH2:9][C:10]2[CH:11]=[CH:12][C:13]([NH:16][C:17]([NH:22][CH3:21])=[O:18])=[CH:14][CH:15]=2)[CH:6]=[CH:5][CH:4]=[CH:3][CH:2]=1. Reported procedure: A solution of 13.25 g of 4-(3-phenyl-2-methyl-n-propan-3-onyl)-phenyl isocyanate in 20 ml of toluene was added dropwise to a solution of 3 g of methylamine in 100 ml of toluene, at from 20° to 25° C. The mixture was stirred for 6 hours at 40° C., after which the toluene was stripped off under reduced pressure. 13.3 g (90% of theory) of a slightly yellow oil were obtained. The reactants are O(C1=CC=CC=C1)C1=CC(=C(C=C1)O)CCC (4-phenoxy-2-propylphenol), BrCCCCBr (1,4-dibromobutane), C([O-])([O-])=O.[Cs+].[Cs+] (cesium carbonate). The solvent is CN(C)C=O (DMF). The product is C1(=CC=CC=C1)OC1=CC(=C(C=C1)OCCCCBr)CCC (4-(4-bromobutoxy)-3-propylphenyl phenyl ether). Reaction SMILES: [O:1]([C:8]1[CH:13]=[CH:12][C:11]([OH:14])=[C:10]([CH2:15][CH2:16][CH3:17])[CH:9]=1)[C:2]1[CH:7]=[CH:6][CH:5]=[CH:4][CH:3]=1.[Br:18][CH2:19][CH2:20][CH2:21][CH2:22]Br.C(=O)([O-])[O-].[Cs+].[Cs+]>CN(C=O)C>[C:2]1([O:1][C:8]2[CH:13]=[CH:12][C:11]([O:14][CH2:22][CH2:21][CH2:20][CH2:19][Br:18])=[C:10]([CH2:15][CH2:16][CH3:17])[CH:9]=2)[CH:3]=[CH:4][CH:5]=[CH:6][CH:7]=1 |f:2.3.4|. Procedure details: A solution of 4-phenoxy-2-propylphenol (25.0 g, 0.11 mol), 1,4-dibromobutane (70.99 g, 0.33 mol) and cesium carbonate (39.28 g, 0.12 mol) in dry DMF (250 mL) was stirred at room temperature overnight. The reaction mixture was partitioned between ethyl acetate and 0.2N HCl. The organic layer was washed twice with water, then dried over sodium sulfate. The organic layer was filtered and evaporated to an oil which was chromatographed over silica gel with methylene chloride/hexane (1:1) to afford th...